From a dataset of the Open Reaction Database (ORD), a public repository of structured organic reaction records. describe an organic reaction: reactants, conditions, products, and yield Starting materials: O1C(CCCC1)ONC(C[C@@]1(CCN(CCS1(=O)=O)C(=O)OC(C)(C)C)C=1SC(=CC1)C=1OC=CC1)=O (N-(2-tetrahydropyranyloxy)-2-[(S)-7-(5-(2-furyl)-2-thienyl)-4-tert-butoxycarbonyl-1,1-dioxoperhydro-1,4-thiazepin-7-yl]acetamide), Cl (hydrogen chloride). The solvent is CO (methanol), C(C)(=O)OCC (ethyl acetate). Reaction conditions: time 1 hour. The product is Cl.ONC(C[C@@]1(CCNCCS1(=O)=O)C=1SC(=CC1)C=1OC=CC1)=O (N-hydroxy-2-[(S)-7-(5-(2-furyl)-2-thienyl)-1,1-dioxoperhydro-1,4-thiazepin-7-yl]acetamide hydrochloride). RXN SMILES: O1CCCCC1[O:7][NH:8][C:9](=[O:37])[CH2:10][C@@:11]1([C:27]2[S:28][C:29]([C:32]3[O:33][CH:34]=[CH:35][CH:36]=3)=[CH:30][CH:31]=2)[S:17](=[O:19])(=[O:18])[CH2:16][CH2:15][N:14](C(OC(C)(C)C)=O)[CH2:13][CH2:12]1.[ClH:38]>CO.C(OCC)(=O)C>[ClH:38].[OH:7][NH:8][C:9](=[O:37])[CH2:10][C@@:11]1([C:27]2[S:28][C:29]([C:32]3[O:33][CH:34]=[CH:35][CH:36]=3)=[CH:30][CH:31]=2)[S:17](=[O:19])(=[O:18])[CH2:16][CH2:15][NH:14][CH2:13][CH2:12]1 |f:4.5|. Procedure details: To a solution of N-(2-tetrahydropyranyloxy)-2-[(S)-7-(5-(2-furyl)-2-thienyl)-4-tert-butoxycarbonyl-1,1-dioxoperhydro-1,4-thiazepin-7-yl]acetamide (160 mg) in methanol (5 ml) was added 4M hydrogen chloride in ethyl acetate (5 ml) at room temperature. After being stirred for 1 hour, the mixture was concentrated in vacuo. The resulting residue was triturated with diethyl ether to afford N-hydroxy-2-[(S)-7-(5-(2-furyl)-2-thienyl)-1,1-dioxoperhydro-1,4-thiazepin-7-yl]acetamide hydrochloride (75 mg) a... Reactants: C(C1=CC=CC=C1)OC\1C(NC2=CC(=CC=C2C=2C=CN=C([C@H](C/C=C1)NC(OC(C)(C)C)=O)C2)NC(=O)OC)=O (tert-butyl N-[(11E,14S)-10-(benzyloxy)-5-[(methoxycarbonyl)amino]-9-oxo-8,16-diazatricyclo[13.3.1.02,7]nonadeca-1(19),2,4,6,11,15,17-heptaen-14-yl]carbamate), C(=O)[O-].[NH4+] (ammonium formate). Reagents/catalysts: [OH-].[OH-].[Pd+2] (palladium hydroxide on carbon). Run in CO (MeOH). Conditions: temperature 65 celsius. The product is OC\1C(NC=2C=C(C=CC2C2=CC=NC([C@H](C/C=C1)NC(OC(C)(C)C)=O)=C2)NC(=O)OC)=O (tert-butyl N-[(11E,14S)-10-hydroxy-5-[(methoxycarbonyl)amino]-9-oxo-8,16-diazatricyclo[13.3.1.02,7]nonadeca-1(18),2(7),3,5,11,15(19),16-heptaen-14-yl]carbamate). The yield is 55.5%. Reaction SMILES: C([O:8][CH:9]1[C:10](=[O:41])[NH:11][C:12]2[C:17]([C:18]3[CH:19]=[CH:20][N:21]=[C:22]([CH:35]=3)[C@@H:23]([NH:27][C:28](=[O:34])[O:29][C:30]([CH3:33])([CH3:32])[CH3:31])[CH2:24][CH:25]=[CH:26]1)=[CH:16][CH:15]=[C:14]([NH:36][C:37]([O:39][CH3:40])=[O:38])[CH:13]=2)C1C=CC=CC=1.C([O-])=O.[NH4+]>CO.[OH-].[OH-].[Pd+2]>[OH:8][CH:9]1[C:10](=[O:41])[NH:11][C:12]2[CH:13]=[C:14]([NH:36][C:37]([O:39][CH3:40])=[O:38])[CH:15]=[CH:16][C:17]=2[C:18]2[CH:35]=[C:22]([C@@H:23]([NH:27][C:28](=[O:34])[O:29][C:30]([CH3:33])([CH3:32])[CH3:31])[CH2:24][CH:25]=[CH:26]1)[N:21]=[CH:20][CH:19]=2 |f:1.2,4.5.6|. Procedure details: To a solution of 123A (770 mg, 1.378 mmol) in MeOH (125.00 mL) under Ar was added palladium hydroxide on carbon (77 mg, 0.551 mmol) and ammonium formate (3477 mg, 55.1 mmol). The mixture was refluxed at 65° C. overnight. The reaction mixture was filtered through Celite, rinsed with MeOH, and concentrated. The residue was purified by silica gel chromatography to yield 123B (360 mg, 0.765 mmol, 55.5% yield). MS (ESI) m/z: 471.2 (M+H)+. RXN SMILES: [CH3:1][c:2]1[cH:3][cH:4][c:5]([CH2:7][NH:8][c:9]2[n:10][c:11]3[cH:12][cH:13][cH:14][c:15]([NH2:19])[c:16]3[cH:17][cH:18]2)[o:6]1.[CH3:40][N:41]([CH3:42])[CH:43]=[O:44].[CH:20]([N:21]([CH2:22][CH3:23])[CH:24]([CH3:25])[CH3:26])([CH3:27])[CH3:28].[OH2:39].[c:29]1([S:35](=[O:36])(=[O:37])[Cl:38])[cH:30][cH:31][cH:32][cH:33][cH:34]1>>[CH3:1][c:2]1[cH:3][cH:4][c:5]([CH2:7][NH:8][c:9]2[n:10][c:11]3[cH:12][cH:13][cH:14][c:15]([NH:19][S:35]([c:29]4[cH:30][cH:31][cH:32][cH:33][cH:34]4)(=[O:36])=[O:37])[c:16]3[cH:17][cH:18]2)[o:6]1. The reactants are Cc1ccc(CNc2ccc3c(N)cccc3n2)o1, CN(C)C=O, CCN(C(C)C)C(C)C, O, O=S(=O)(Cl)c1ccccc1. Yields the product Cc1ccc(CNc2ccc3c(NS(=O)(=O)c4ccccc4)cccc3n2)o1. Starting materials: NC1=NN(C2=CC(=CC=C12)Br)C(=O)OC(C)(C)C (tert-butyl 3-amino-6-bromo-1H-indazole-1-carboxylate), CC1(OB(OC1(C)C)C1=CC=C(C=C1)C1=CN=C(N1)[C@H]1N(CCC1)C(=O)OC(C)(C)C)C ((S)-tert-butyl 2-(5-(4-(4,4,5,5-tetramethyl-1,3,2-dioxaborolan-2-yl)phenyl)-1H-imidazol-2-yl)pyrrolidine-1-carboxylate), C(=O)(O)[O-].[Na+] (NaHCO3). The reagents and catalysts are C=1C=CC(=CC1)[P](C=2C=CC=CC2)(C=3C=CC=CC3)[Pd]([P](C=4C=CC=CC4)(C=5C=CC=CC5)C=6C=CC=CC6)([P](C=7C=CC=CC7)(C=8C=CC=CC8)C=9C=CC=CC9)[P](C=1C=CC=CC1)(C=1C=CC=CC1)C=1C=CC=CC1 (Pd(PPh3)4). Conditions: temperature 80 celsius. Yields the product NC1=NN(C2=CC(=CC=C12)C1=CC=C(C=C1)C1=CN=C(N1)[C@H]1N(CCC1)C(=O)OC(C)(C)C)C(=O)OC(C)(C)C ((S)-tert-Butyl 3-amino-6-(4-(2-(1-(tert-butoxycarbonyl)pyrrolidin-2-yl)-1H-imidazol-5-yl)phenyl)-1H-indazole-1-carboxylate). Isolated yield 40.3%. RXN SMILES: [NH2:1][C:2]1[C:10]2[C:5](=[CH:6][C:7](Br)=[CH:8][CH:9]=2)[N:4]([C:12]([O:14][C:15]([CH3:18])([CH3:17])[CH3:16])=[O:13])[N:3]=1.CC1(C)C(C)(C)OB([C:27]2[CH:32]=[CH:31][C:30]([C:33]3[NH:37][C:36]([C@@H:38]4[CH2:42][CH2:41][CH2:40][N:39]4[C:43]([O:45][C:46]([CH3:49])([CH3:48])[CH3:47])=[O:44])=[N:35][CH:34]=3)=[CH:29][CH:28]=2)O1.C([O-])(O)=O.[Na+]>C1C=CC([P]([Pd]([P](C2C=CC=CC=2)(C2C=CC=CC=2)C2C=CC=CC=2)([P](C2C=CC=CC=2)(C2C=CC=CC=2)C2C=CC=CC=2)[P](C2C=CC=CC=2)(C2C=CC=CC=2)C2C=CC=CC=2)(C2C=CC=CC=2)C2C=CC=CC=2)=CC=1>[NH2:1][C:2]1[C:10]2[C:5](=[CH:6][C:7]([C:27]3[CH:28]=[CH:29][C:30]([C:33]4[NH:37][C:36]([C@@H:38]5[CH2:42][CH2:41][CH2:40][N:39]5[C:43]([O:45][C:46]([CH3:49])([CH3:48])[CH3:47])=[O:44])=[N:35][CH:34]=4)=[CH:31][CH:32]=3)=[CH:8][CH:9]=2)[N:4]([C:12]([O:14][C:15]([CH3:18])([CH3:17])[CH3:16])=[O:13])[N:3]=1 |f:2.3,^1:59,61,80,99|. Procedure: A mixture of tert-butyl 3-amino-6-bromo-1H-indazole-1-carboxylate (1.17 g, 3.73 mmol), (S)-tert-butyl 2-(5-(4-(4,4,5,5-tetramethyl-1,3,2-dioxaborolan-2-yl)phenyl)-1H-imidazol-2-yl)pyrrolidine-1-carboxylate (1.62 g, 3.68 mmol), NaHCO3 (0.96 g, 11 mmol) and Pd(PPh3)4 (212 mg, 0.184 mmol) was degassed and then heated at 80° C. After heating for 24 h the reaction mixture was poured into EtOAc/H2O (500/100 mL) and the mixture was shaken and the layers separated. The aq phase was extracted once more w... Starting materials: COc1c(O[Si](C(C)C)(C(C)C)C(C)C)cccc1C(=O)C1CCN(C(=O)OC(C)(C)C)CC1, [Na+], O=C([O-])O, O=C(O)C(F)(F)F. Product: COc1c(O[Si](C(C)C)(C(C)C)C(C)C)cccc1C(=O)C1CCNCC1. Reaction SMILES: [C:1]([O:2][C:3](=[O:4])[N:8]1[CH2:9][CH2:10][CH:11]([C:14]([c:15]2[c:16]([O:32][CH3:33])[c:17]([O:21][Si:22]([CH:23]([CH3:24])[CH3:25])([CH:26]([CH3:27])[CH3:28])[CH:29]([CH3:30])[CH3:31])[cH:18][cH:19][cH:20]2)=[O:34])[CH2:12][CH2:13]1)([CH3:5])([CH3:6])[CH3:7].[Na+:39].[O-:35][C:36]([OH:37])=[O:38].[OH:40][C:41]([C:42]([F:43])([F:44])[F:45])=[O:46]>>[NH:8]1[CH2:9][CH2:10][CH:11]([C:14]([c:15]2[c:16]([O:32][CH3:33])[c:17]([O:21][Si:22]([CH:23]([CH3:24])[CH3:25])([CH:26]([CH3:27])[CH3:28])[CH:29]([CH3:30])[CH3:31])[cH:18][cH:19][cH:20]2)=[O:34])[CH2:12][CH2:13]1.